This data is from the Open Reaction Database (ORD), a public repository of structured organic reaction records. The task is: describe an organic reaction: reactants, conditions, products, and yield Solvent: [OH-].[NH4+] (ammonium hydroxide), CS(=O)C (dimethyl sulfoxide), O (water). RXN SMILES: I[C:2]1[CH:29]=[CH:28][C:5]2[N:6]([CH2:9][C:10]3[CH:15]=[CH:14][C:13]([O:16][CH2:17][C:18]4[CH:19]=[N:20][C:21]([O:24][CH3:25])=[CH:22][CH:23]=4)=[C:12]([O:26][CH3:27])[CH:11]=3)[CH:7]=[N:8][C:4]=2[CH:3]=1.Cl.[C:31]([CH:33]1[CH2:38][CH2:37][CH2:36][NH:35][CH2:34]1)#[CH:32].[N-:39]=[N+:40]=[N-:41].[Na+].[Na].O=C1O[C@H]([C@H](CO)O)C(O)=C1O.CN(C)[C@@H]1CCCC[C@H]1N.C(=O)([O-])[O-].[K+].[K+]>CS(C)=O.O.[OH-].[NH4+].[Cu]I>[CH3:27][O:26][C:12]1[CH:11]=[C:10]([CH:15]=[CH:14][C:13]=1[O:16][CH2:17][C:18]1[CH:19]=[N:20][C:21]([O:24][CH3:25])=[CH:22][CH:23]=1)[CH2:9][N:6]1[C:5]2[CH:28]=[CH:29][C:2]([N:39]3[CH:32]=[C:31]([CH:33]4[CH2:38][CH2:37][CH2:36][NH:35][CH2:34]4)[N:41]=[N:40]3)=[CH:3][C:4]=2[N:8]=[CH:7]1 |f:1.2,3.4,5.6,8.9.10,13.14,^1:42|. Reactants: Cl.C(#C)C1CNCCC1 (3-ethynylpiperidine hydrochloride), [N-]=[N+]=[N-].[Na+] (sodium azide), [Na].O=C1C(O)=C(O)[C@H](O1)[C@@H](O)CO (L-ascorbic acid sodium salt), CN([C@H]1[C@@H](CCCC1)N)C (trans-N,N-dimethylcyclohexane-1,2-diamine), C([O-])([O-])=O.[K+].[K+] (potassium carbonate), IC1=CC2=C(N(C=N2)CC2=CC(=C(C=C2)OCC=2C=NC(=CC2)OC)OC)C=C1 (5-iodo-1-(3-methoxy-4-((6-methoxypyridin-3-yl)methoxy)benzyl)-1H-benzo[d]imidazole). The yield is 160.1%. The reagents and catalysts are [Cu]I (copper(I) iodide). Yields the product COC=1C=C(CN2C=NC3=C2C=CC(=C3)N3N=NC(=C3)C3CNCCC3)C=CC1OCC=1C=NC(=CC1)OC (1-(3-Methoxy-4-((6-methoxypyridin-3-yl)methoxy)benzyl)-5-(4-(piperidin-3-yl)-1H-1,2,3-triazol-1-yl)-1H-benzo[d]imidazole). Conditions: time 16 hour. Reported procedure: To a suspension of 5-iodo-1-(3-methoxy-4-((6-methoxypyridin-3-yl)methoxy)benzyl)-1H-benzo[d]imidazole (0.32 g, 0.63 mmol) in dimethyl sulfoxide (4 mL) and water (1 mL) was added 3-ethynylpiperidine hydrochloride (0.11 g, 0.75 mmol), sodium azide (0.051 g, 0.79 mmol), L-ascorbic acid sodium salt (0.025 g, 0.13 mmol), trans-N,N-dimethylcyclohexane-1,2-diamine (0.023 mg, 0.158 mmol), potassium carbonate (0.13 g, 0.95 mmol), and copper(I) iodide (0.024 g, 0.13 mmol). The resulting blue mixture was a... Starting materials: CC1=NN=C(S1)S (5-methyl-[1,3,4]thiadiazol-2-thiol), C(C)(C)(C)C1=NC(=CC(=N1)N1CCN(CC1)CCCCl)C1CCC1 (2-tert-butyl-4-[4-(3-chloro-propyl)-piperazin-1-yl]-6-cyclobutyl-pyrimidine), hydrochloride salt. The product is Cl.C(C)(C)(C)C1=NC(=CC(=N1)C1CCC1)N1CCN(CC1)CCCSC=1SC(=NN1)C (2-tert-Butyl-4-cyclobutyl-6-{4-[3-(5-methyl-[1,3,4]thiadiazol-2-ylsulfanyl)-propyl]-piperazin-1-yl}-pyrimidine hydrochloride). As a reaction SMILES: [CH3:1][C:2]1[S:6][C:5]([SH:7])=[N:4][N:3]=1.[C:8]([C:12]1[N:17]=[C:16]([N:18]2[CH2:23][CH2:22][N:21]([CH2:24][CH2:25][CH2:26][Cl:27])[CH2:20][CH2:19]2)[CH:15]=[C:14]([CH:28]2[CH2:31][CH2:30][CH2:29]2)[N:13]=1)([CH3:11])([CH3:10])[CH3:9]>>[ClH:27].[C:8]([C:12]1[N:13]=[C:14]([CH:28]2[CH2:29][CH2:30][CH2:31]2)[CH:15]=[C:16]([N:18]2[CH2:23][CH2:22][N:21]([CH2:24][CH2:25][CH2:26][S:7][C:5]3[S:6][C:2]([CH3:1])=[N:3][N:4]=3)[CH2:20][CH2:19]2)[N:17]=1)([CH3:11])([CH3:9])[CH3:10] |f:2.3|. Procedure: Using the method of example 1, the title compound was prepared by reacting of 5-methyl-[1,3,4]thiadiazol-2-thiol with 2-tert-butyl-4-[4-(3-chloro-propyl)-piperazin-1-yl]-6-cyclobutyl-pyrimidine and converting the isolated compound into its hydrochloride salt. Starting materials: O (water), ClC1=C(C=O)C(=CC(=C1)O)Cl (2,6-dichloro-4-hydroxybenzaldehyde), COC(CBr)=O (bromoacetic acid methyl ester), C(=O)([O-])[O-].[K+].[K+] (K2CO3). The solvent is CN(C)C=O (DMF), CCOC(=O)C (EtOAc). Reaction conditions: time 8 hour. Yields the product COC(COC1=CC(=C(C(=C1)Cl)C=O)Cl)=O ((3,5-dichloro-4-formylphenoxy)-acetic acid methyl ester). RXN SMILES: [Cl:1][C:2]1[CH:9]=[C:8]([OH:10])[CH:7]=[C:6]([Cl:11])[C:3]=1[CH:4]=[O:5].[CH3:12][O:13][C:14](=[O:17])[CH2:15]Br.C([O-])([O-])=O.[K+].[K+].O>CN(C=O)C.CCOC(C)=O>[CH3:12][O:13][C:14](=[O:17])[CH2:15][O:10][C:8]1[CH:9]=[C:2]([Cl:1])[C:3]([CH:4]=[O:5])=[C:6]([Cl:11])[CH:7]=1 |f:2.3.4|. Reported procedure: To a solution of 2,6-dichloro-4-hydroxybenzaldehyde (1.9 g, 10 mmol) and bromoacetic acid methyl ester (1.1 ml, 11 mmol) in DMF (20 ml) was added K2CO3 (2.8 g, 20 mmol). The suspension was stirred at ambient temperature overnight then the reaction mixture was partioned between water and EtOAc. The aqueous layer was extracted with EtOAc and the combined organic layers were dried with MgSO4, filtered and concentrated. Purification by flash chromatography using heptane/EtOAc (8:1) as eluent gave (3... Reactants: C(CCC)C=1NC(=C(N1)Cl)CO (2-n-butyl-4-chloro-5-hydroxymethylimidazole), O (water). The reagents and catalysts are [O-2].[O-2].[Mn+4] (manganese dioxide). The solvent is C(Cl)Cl (methylene chloride). Yields the product C(CCC)C=1NC(=C(N1)Cl)C=O (2-n-Butyl-4-chloro-5-imidazolecarboxaldehyde). Isolated yield 86.3%. Reaction SMILES: [CH2:1]([C:5]1[NH:6][C:7]([CH2:11][OH:12])=[C:8]([Cl:10])[N:9]=1)[CH2:2][CH2:3][CH3:4].O>C(Cl)Cl.[O-2].[O-2].[Mn+4]>[CH2:1]([C:5]1[NH:6][C:7]([CH:11]=[O:12])=[C:8]([Cl:10])[N:9]=1)[CH2:2][CH2:3][CH3:4] |f:3.4.5|. Reported procedure: A stirred mixture of 2-n-butyl-4-chloro-5-hydroxymethylimidazole (15.00 g, 0.0795 mol) and activated manganese dioxide (40.00 g) in 600 ml of methylene chloride was refluxed for 24 h using a water separator. The mixture was filtered hot through a Celite® pad. The Celite® pad was washed several times with hot methylene chloride. The washings were combined with the filtrate and concentrated in vacuo to give 12.81 g (86%) of the aldehyde as a white solid; mp 97°-98° C. Reactants: BrCCCCCBr, [H-], Cc1nc2sc3c(c2c(N)c1C(=O)C1CC1)CCC3, [Na+], CN(C)C=O. Product: Cc1nc2sc3c(c2c(N2CCCCC2)c1C(=O)C1CC1)CCC3. RXN SMILES: [Br:22][CH2:23][CH2:24][CH2:25][CH2:26][CH2:27][Br:28].[H-:21].[NH2:1][c:2]1[c:3]([C:15](=[O:16])[CH:17]2[CH2:18][CH2:19]2)[c:4]([CH3:14])[n:5][c:6]2[s:7][c:8]3[c:9]([c:10]12)[CH2:11][CH2:12][CH2:13]3.[Na+:20].[O:29]=[CH:30][N:31]([CH3:32])[CH3:33]>>[N:1]1([c:2]2[c:3]([C:15](=[O:16])[CH:17]3[CH2:18][CH2:19]3)[c:4]([CH3:14])[n:5][c:6]3[s:7][c:8]4[c:9]([c:10]23)[CH2:11][CH2:12][CH2:13]4)[CH2:23][CH2:24][CH2:25][CH2:26][CH2:27]1.